Dataset: the Open Reaction Database (ORD), a public repository of structured organic reaction records. Task: describe an organic reaction: reactants, conditions, products, and yield Starting materials: CC(C)(C)OC(=O)N1CCOC(CCO)(c2ccc(Cl)c(Cl)c2)C1, CC(C)(C)[Si](C)(C)O[Si](C)(C)C(C)(C)C, ClCCl, [Na+], [OH-], O. Product: OCCC1(c2ccc(Cl)c(Cl)c2)CNCCO1. Reaction SMILES: [C:16]([O:17][C:18](=[O:19])[N:23]1[CH2:24][C:25]([c:29]2[cH:30][c:31]([Cl:36])[c:32]([Cl:35])[cH:33][cH:34]2)([CH2:37][CH2:38][OH:39])[O:26][CH2:27][CH2:28]1)([CH3:20])([CH3:21])[CH3:22].[C:1]([Si:2]([O:3][Si:4]([CH3:5])([CH3:6])[C:7]([CH3:8])([CH3:9])[CH3:10])([CH3:11])[CH3:12])([CH3:13])([CH3:14])[CH3:15].[CH2:43]([Cl:44])[Cl:45].[Na+:42].[OH-:41].[OH2:40]>>[NH:23]1[CH2:24][C:25]([c:29]2[cH:30][c:31]([Cl:36])[c:32]([Cl:35])[cH:33][cH:34]2)([CH2:37][CH2:38][OH:39])[O:26][CH2:27][CH2:28]1. Reactants: NCCOC1=CC=C(C=C1)C1C(CN(CC1)C(=O)OCC1=CC=CC=C1)OCC=1C=CC2=C(N(CCO2)CCCOC)C1 (benzyl 4-[4-(2-aminoethoxy]phenyl]-3-[4-(3-methoxypropyl)-3,4-dihydro-2H-benzo[1,4]oxazin-6-ylmethoxy]piperidine-1-carboxylate), FC1=C(C=CC=C1)CC(=O)O (2-fluorophenyl acetic acid), C(=O)(N1C=NC=C1)N1C=NC=C1 (carbonyldiimidazole). Solvent: ClCCl (dichloromethane), ClCCl (dichloromethane), ClCCl (dichloromethane). Reaction conditions: temperature 20 celsius, time 1 hour. The product is FC1=C(C=CC=C1)CC(=O)NCCOC1=CC=C(C=C1)C1C(CN(CC1)C(=O)OCC1=CC=CC=C1)OCC=1C=CC2=C(N(CCO2)CCCOC)C1 (Benzyl 4-(4-{2-[2-(2-fluorophenyl)acetylamino]ethoxy}phenyl)-3-[4-(3-methoxypropyl)-3,4-dihydro-2H-benzo[1,4]oxazin-6-ylmethoxy]piperidine-1-carboxylate), SiO2. Reaction SMILES: [F:1][C:2]1[CH:7]=[CH:6][CH:5]=[CH:4][C:3]=1[CH2:8][C:9]([OH:11])=O.C(N1C=CN=C1)(N1C=CN=C1)=O.[NH2:24][CH2:25][CH2:26][O:27][C:28]1[CH:33]=[CH:32][C:31]([CH:34]2[CH2:39][CH2:38][N:37]([C:40]([O:42][CH2:43][C:44]3[CH:49]=[CH:48][CH:47]=[CH:46][CH:45]=3)=[O:41])[CH2:36][CH:35]2[O:50][CH2:51][C:52]2[CH:53]=[CH:54][C:55]3[O:60][CH2:59][CH2:58][N:57]([CH2:61][CH2:62][CH2:63][O:64][CH3:65])[C:56]=3[CH:66]=2)=[CH:30][CH:29]=1>ClCCl>[F:1][C:2]1[CH:7]=[CH:6][CH:5]=[CH:4][C:3]=1[CH2:8][C:9]([NH:24][CH2:25][CH2:26][O:27][C:28]1[CH:29]=[CH:30][C:31]([CH:34]2[CH2:39][CH2:38][N:37]([C:40]([O:42][CH2:43][C:44]3[CH:49]=[CH:48][CH:47]=[CH:46][CH:45]=3)=[O:41])[CH2:36][CH:35]2[O:50][CH2:51][C:52]2[CH:53]=[CH:54][C:55]3[O:60][CH2:59][CH2:58][N:57]([CH2:61][CH2:62][CH2:63][O:64][CH3:65])[C:56]=3[CH:66]=2)=[CH:32][CH:33]=1)=[O:11]. Procedure details: 0.135 g of 2-fluorophenyl acetic acid is dissolved in 5 ml of dichloromethane. 0.127 g of carbonyldiimidazole is added and the reaction solution is stirred at 20° C. over 1 hour. A solution of 0.472 g of benzyl 4-[4-(2-aminoethoxy]phenyl]-3-[4-(3-methoxypropyl)-3,4-dihydro-2H-benzo[1,4]oxazin-6-ylmethoxy]piperidine-1-carboxylate (Example 184) in 4 ml of dichloromethane is added dropwise and the solution is subsequently stirred at 20° C. over 1 hour. The reaction solution is diluted with 10 ml of... Reactants: FC(OC1=C(C(C=O)=CC=C1)O)(F)F (3-(Trifluoromethoxy)salicylaldehyde), CC1(OC(=O)CC(=O)O1)C (Meldrum's acid). Solvent: O (H2O). Conditions: temperature 75 celsius, time 2 hour. The product is FC(OC=1C=CC=C2C=C(C(OC12)=O)C(=O)O)(F)F (8-(trifluoromethoxy)-3-carboxy-coumarin). Yield: 59.4%. Reaction SMILES: [F:1][C:2]([F:14])([F:13])[O:3][C:4]1[CH:11]=[CH:10][CH:9]=[C:6]([CH:7]=O)[C:5]=1[OH:12].CC1(C)O[C:21](=[O:22])[CH2:20][C:18](=[O:19])[O:17]1>O>[F:1][C:2]([F:14])([F:13])[O:3][C:4]1[CH:11]=[CH:10][CH:9]=[C:6]2[C:5]=1[O:12][C:21](=[O:22])[C:20]([C:18]([OH:19])=[O:17])=[CH:7]2. Procedure details: 3-(Trifluoromethoxy)salicylaldehyde (0.250 g, 1.21 mmol) and Meldrum's acid (0.200 g, 1.39 mmol) were combined in H2O (2 mL). The solution was stirred at 75° C. for 2 h. After cooling to room temperature, the precipitate was filtered and dried at suction to give 0.197 g of 8-(trifluoromethoxy)-3-carboxy-coumarin in a 60% yield: LCMS (ESI) m/z 275 (MH+). The reactants are CC1=C(C=C(C=C1)F)S(=O)(=O)Cl (2-methyl-5-fluoro benzene sulfonylchloride), N1C(=CC2=CC=CC=C12)C=1C=CC=2N(C1)C(=CN2)C=O (6-(1H-indol-2-yl)imidazo[1,2-a]pyridine-3-carbaldehyde), N1C(=CC2=CC=CC=C12)C=1C=CC=2N(C1)C(=CN2)C=O (6-(1H-indol-2-yl)imidazo[1,2-a]pyridine-3-carbaldehyde), CNN (methyl hydrazine). The solvent is C(C)O (ethanol). Reaction conditions: temperature 80 celsius, time 8 hour. Yields the product N1C(=CC2=CC=CC=C12)C=1C=CC=2N(C1)C(=CN2)\C=N\N(S(=O)(=O)C2=C(C=CC(=C2)F)C)C ((E)-N′-((6-(1H-indol-2-yl)imidazo[1,2-a]pyridin-3-yl)methylene)-5-fluoro-N,2-dimethylbenzenesulfonohydrazide). RXN SMILES: [NH:1]1[C:9]2[C:4](=[CH:5][CH:6]=[CH:7][CH:8]=2)[CH:3]=[C:2]1[C:10]1[CH:11]=[CH:12][C:13]2[N:14]([C:16]([CH:19]=O)=[CH:17][N:18]=2)[CH:15]=1.[CH3:21][NH:22][NH2:23].[CH3:24][C:25]1[CH:30]=[CH:29][C:28]([F:31])=[CH:27][C:26]=1[S:32](Cl)(=[O:34])=[O:33]>C(O)C>[NH:1]1[C:9]2[C:4](=[CH:5][CH:6]=[CH:7][CH:8]=2)[CH:3]=[C:2]1[C:10]1[CH:11]=[CH:12][C:13]2[N:14]([C:16](/[CH:19]=[N:23]/[N:22]([CH3:21])[S:32]([C:26]3[CH:27]=[C:28]([F:31])[CH:29]=[CH:30][C:25]=3[CH3:24])(=[O:33])=[O:34])=[CH:17][N:18]=2)[CH:15]=1. Procedure: To a solution of 6-(1H-indol-2-yl)imidazo[1,2-a]pyridine-3-carbaldehyde (Intermediate 6, 115 mg, 0.3691 mmol) in ethanol (10 mL) was added methyl hydrazine (0.04 mL, 0.7395 mmol) at RT. The reaction mixture was heated at 80° C. for 4 h. Ethanol was evaporated. Pyridine (5 mL) was added to this residue, followed by addition of 2-methyl-5-fluoro benzene sulfonylchloride (0.07 mL, 0.5535 mmol). The reaction mixture was stirred at RT overnight. Pyridine was evaporated. Water was added to this residu...